Dataset: the Open Reaction Database (ORD), a public repository of structured organic reaction records. Task: describe an organic reaction: reactants, conditions, products, and yield Reactants: C(C)(C)(C)OC(=O)N[C@H]1C[C@H](CC1)C(=O)O ((1S,3R)-3-tert-butoxycarbonylamino-cyclopentanecarboxylic acid), Cl.CN(CCCN=C=NCC)C (1-[3-(dimethylamino)propyl]-3-ethylcarbodiimide hydrochloride), ON1N=NC2=C1C=CC=C2 (1-hydroxybenzotriazole), C(C)(C)N(CC)C(C)C (diisopropylethylamine). Solvent: C(C)(=O)OCC (ethyl acetate), CN(C)C=O (DMF). Reaction conditions: time 16 hour. The product is C(C)(C)(C)OC(N[C@@H]1C[C@@H](CC1)C(NCC1=NC=CC=C1)=O)=O ((1S,3R)-{3-[(pyridin-2-ylmethyl)-carbamoyl]-cyclopentyl}-carbamic acid tert-butyl ester). RXN SMILES: [C:1]([O:5][C:6]([NH:8][C@@H:9]1[CH2:13][CH2:12][C@H:11]([C:14]([OH:16])=O)[CH2:10]1)=[O:7])([CH3:4])([CH3:3])[CH3:2].Cl.CN(C)CCCN=C=NCC.O[N:30]1[C:34]2[CH:35]=[CH:36][CH:37]=[CH:38][C:33]=2[N:32]=N1.C(N(C(C)C)CC)(C)C>CN(C=O)C.C(OCC)(=O)C>[C:1]([O:5][C:6](=[O:7])[NH:8][C@H:9]1[CH2:13][CH2:12][C@@H:11]([C:14](=[O:16])[NH:32][CH2:33][C:38]2[CH:37]=[CH:36][CH:35]=[CH:34][N:30]=2)[CH2:10]1)([CH3:2])([CH3:3])[CH3:4] |f:1.2|. Reported procedure: To a solution of (1S,3R)-3-tert-butoxycarbonylamino-cyclopentanecarboxylic acid (91.6 mg, 0.4 mmol) in DMF (4 ml) was added pycoylamine (0.045 ml, 0.44 mmol), 1-[3-(dimethylamino)propyl]-3-ethylcarbodiimide hydrochloride (EDAC), (93 mg, 0.48 mmol), 1-hydroxybenzotriazole (HOBT), (82 mg, 0.6 mmol), and diisopropylethylamine (0.35 ml, 2 mmol). The mixture was stirred at room temperature for 16 hours. The mixture was diluted with ethyl acetate, washed with water (2 times) and brine. The organic lay... Solvent: CCOC(=O)C (EtOAc). The product is crude product, N1=C(C=NC=C1)NC1=CC=C(C(=O)OC)C=C1 (methyl 4-(pyrazin-2-ylamino)benzoate). Run at temperature 150 celsius, time 4 hour. Isolated yield 89.6%. Reactants: NC1=CC=C(C(=O)OC)C=C1 (methyl 4-aminobenzoate), ClC1=NC=CN=C1 (2-chloropyrazine). RXN SMILES: [NH2:1][C:2]1[CH:11]=[CH:10][C:5]([C:6]([O:8][CH3:9])=[O:7])=[CH:4][CH:3]=1.Cl[C:13]1[CH:18]=[N:17][CH:16]=[CH:15][N:14]=1>CCOC(C)=O>[N:14]1[CH:15]=[CH:16][N:17]=[CH:18][C:13]=1[NH:1][C:2]1[CH:3]=[CH:4][C:5]([C:6]([O:8][CH3:9])=[O:7])=[CH:10][CH:11]=1. Procedure: Into a 250 mL roundbottom flask, was placed methyl 4-aminobenzoate (vii) (10 g, 66.23 mmol) followed by the addition of 2-chloropyrazine (75.9 g, 665.79 mmol). The resulting solution was stirred at 150° C. for 4 hours. The reaction progress was monitored by TLC (EtOAc/PE=1:2). After completion, the reaction was cooled to room temperature and the undissolved material was filtered off. The filtration was dissolved in 400 mL of water and the pH was adjustmented to 9 by the addition of Na2CO3. The r... Reactants: aqueous solution, [OH-].[Na+] (NaOH), ClC1=CC=C(C=C1)C(CO)(C)C (2-(4-chlorophenyl)-2-methylpropyl alcohol), CC1=CC=C(OC=2C=C(CCl)C=CC2)C=C1 (3-(4-methylphenoxy)benzyl chloride). Reagents/catalysts: [Br-].C(CCC)[N+](CCCC)(CCCC)CCCC (tetrabutyl ammonium bromide). Solvent: O (water). Reaction conditions: temperature 80 celsius, time 1 hour. Yields the product ClC1=CC=C(C=C1)C(COCC1=CC(=CC=C1)OC1=CC=C(C=C1)C)(C)C (3-(4-methylphenoxy)benzyl 2-(4-chlorophenyl)-2-methylpropyl ether). The yield is 80.0%. Reaction SMILES: [OH-].[Na+].[Cl:3][C:4]1[CH:9]=[CH:8][C:7]([C:10]([CH3:14])([CH3:13])[CH2:11][OH:12])=[CH:6][CH:5]=1.[CH3:15][C:16]1[CH:30]=[CH:29][C:19]([O:20][C:21]2[CH:22]=[C:23]([CH:26]=[CH:27][CH:28]=2)[CH2:24]Cl)=[CH:18][CH:17]=1>[Br-].C([N+](CCCC)(CCCC)CCCC)CCC.O>[Cl:3][C:4]1[CH:5]=[CH:6][C:7]([C:10]([CH3:14])([CH3:13])[CH2:11][O:12][CH2:24][C:23]2[CH:26]=[CH:27][CH:28]=[C:21]([O:20][C:19]3[CH:29]=[CH:30][C:16]([CH3:15])=[CH:17][CH:18]=3)[CH:22]=2)=[CH:8][CH:9]=1 |f:0.1,4.5|. Procedure: To 15.0 g of a 50% aqueous solution of NaOH were added 6.0 g of 2-(4-chlorophenyl)-2-methylpropyl alcohol, 8.1 g of 3-(4-methylphenoxy)benzyl chloride and 1.1 g of tetrabutyl ammonium bromide, and the mixture was stirred at 80° C. for 1 hour. The mixture was cooled to room temperature and water was added, and the mixture was extracted with toluene and the toluene extract was washed with water and dried over Na2SO4, and evaporated under reduced pressure, and the obtained crude ether was purified ... Reactants: CC(=O)Oc2ccc1cc(OC(=O)C)ccc1c2 (substrate), c4(CCCC)ccc(B3OB(c1ccc(CCCC)cc1)OB(c2ccc(CCCC)cc2)O3)cc4 (effective_coupling_partner). The reagents and catalysts are PCy3. Conditions: temperature 110 celsius, time 12 hour. The product is CCCCc4ccc(c3ccc2cc(c1ccc(CCCC)cc1)ccc2c3)cc4. Starting materials: Cl (hydrochloric acid), C(C1=CC=CC=C1)N1CC(CC1)(COC1=C(C=CC=C1)OCC)OCC (1-benzyl-3-ethoxy-3-[(2-ethoxyphenoxy)methyl]pyrrolidine). Reagents/catalysts: [Pd] (Palladium/carbon), [Pd] (palladium/carbon). Solvent: 200, C(C)O (ethanol). Run at temperature 70 celsius, time 16 hour. The product is Cl.C(C)OC1(CNCC1)COC1=C(C=CC=C1)OCC (3-Ethoxy-3-[(2-ethoxyphenoxy)methyl]pyrrolidine Hydrochloride). As a reaction SMILES: C([N:8]1[CH2:12][CH2:11][C:10]([O:24][CH2:25][CH3:26])([CH2:13][O:14][C:15]2[CH:20]=[CH:19][CH:18]=[CH:17][C:16]=2[O:21][CH2:22][CH3:23])[CH2:9]1)C1C=CC=CC=1.[ClH:27]>[Pd].C(O)C>[ClH:27].[CH2:25]([O:24][C:10]1([CH2:13][O:14][C:15]2[CH:20]=[CH:19][CH:18]=[CH:17][C:16]=2[O:21][CH2:22][CH3:23])[CH2:11][CH2:12][NH:8][CH2:9]1)[CH3:26] |f:4.5|. Reported procedure: A solution of 10.4 g (0.029 mole) of 1-benzyl-3-ethoxy-3-[(2-ethoxyphenoxy)methyl]pyrrolidine in 100 ml of 200 ethanol was treated with palladium/carbon catalyst and shaken at 70° C. under a hydrogen atmosphere for 16 hours. No hydrogen was absorbed. The catalyst was removed by filtration, the filter cake washed with 50 ml of 200 ethanol, the filtrate transferred to a Parr reaction bottle and treated with 29 ml of 1.00N hydrochloric acid. Palladium/carbon catalyst was added and the reaction mixt... Starting materials: [OH-].[K+] (KOH), [O-]O.C12C(CCC(C1(C)C)C2)C (pinane hydroperoxide), C(CCCCCC(C)(C)C)(=O)Cl (neodecanoic acid chloride). Solvent: O (water). Conditions: time 5 minute. The product is C(CCCCCC(C)(C)C)(=O)OO.C12C(CCC(C1(C)C)C2)C (pinane peroxyneodecanoate). RXN SMILES: [OH-:1].[K+].[O-:3]O.[CH:5]12[CH2:13][CH:9]([C:10]1([CH3:12])[CH3:11])[CH2:8][CH2:7][CH:6]2[CH3:14].[C:15](Cl)(=[O:25])[CH2:16][CH2:17][CH2:18][CH2:19][CH2:20][C:21]([CH3:24])([CH3:23])[CH3:22]>O>[C:15]([O:25][OH:3])(=[O:1])[CH2:16][CH2:17][CH2:18][CH2:19][CH2:20][C:21]([CH3:24])([CH3:23])[CH3:22].[CH:5]12[CH2:13][CH:9]([C:10]1([CH3:12])[CH3:11])[CH2:8][CH2:7][CH:6]2[CH3:14] |f:0.1,2.3,6.7|. Reported procedure: One liter capacity four-necked flask equipped with an agitator is charged with 216.4 g of a 35% KOH aqueous solution, and added under agitation with 289.7 g of 52.9% pinane hydroperoxide, while retaining the solution temperature at 20° C. Further 143.1 g of neodecanoic acid chloride is added dropwise over 10 min., while agitating and retaining the solution temperature at 20° C. After agitation of 1 hr., 170 g of cold water is added to the solution, and additional agitation is effected for 5 min.... Reactants: C(C)(=O)N1C(C(C2=CC=C(C=C12)C(=O)OC)=C(C1=CC=CC=C1)OCC)=O (1-acetyl-3-(1-ethoxy-1-phenylmethylene)-6-methoxycarbonyl-2-indolinone), CN(CCN(C(C(C)C)=O)C1=CC=C(N)C=C1)C (4-(N-(2-dimethylamino-ethyl)-N-isobutyryl-amino)-aniline). Yields the product CN(CCN(C(C(C)C)=O)C1=CC=C(N\C(\C2=CC=CC=C2)=C\2/C(NC3=CC(=CC=C23)C(=O)OC)=O)C=C1)C (3-Z-[1-(4-(N-(2-dimethylamino-ethyl)-N-isobutyryl-amino)-anilino)-1-phenyl-methylene]-6-methoxycarbonyl-2-indolinone). As a reaction SMILES: C([N:4]1[C:12]2[C:7](=[CH:8][CH:9]=[C:10]([C:13]([O:15][CH3:16])=[O:14])[CH:11]=2)[C:6](=[C:17](OCC)[C:18]2[CH:23]=[CH:22][CH:21]=[CH:20][CH:19]=2)[C:5]1=[O:27])(=O)C.[CH3:28][N:29]([CH3:45])[CH2:30][CH2:31][N:32]([C:38]1[CH:44]=[CH:43][C:41]([NH2:42])=[CH:40][CH:39]=1)[C:33](=[O:37])[CH:34]([CH3:36])[CH3:35]>>[CH3:45][N:29]([CH3:28])[CH2:30][CH2:31][N:32]([C:38]1[CH:44]=[CH:43][C:41]([NH:42]/[C:17](=[C:6]2\[C:5](=[O:27])[NH:4][C:12]3[C:7]\2=[CH:8][CH:9]=[C:10]([C:13]([O:15][CH3:16])=[O:14])[CH:11]=3)/[C:18]2[CH:23]=[CH:22][CH:21]=[CH:20][CH:19]=2)=[CH:40][CH:39]=1)[C:33](=[O:37])[CH:34]([CH3:36])[CH3:35]. Procedure details: Prepared from 1-acetyl-3-(1-ethoxy-1-phenylmethylene)-6-methoxycarbonyl-2-indolinone and 4-(N-(2-dimethylamino-ethyl)-N-isobutyryl-amino)-aniline Rf value: 0.5 (silica gel, methylene chloride/methanol=9:1) C31H34N4O4 The reactants are Cc1cc(F)c([N+](=O)[O-])cc1OCc1ccccc1, CO, NN, O. Product: Cc1cc(F)c(N)cc1OCc1ccccc1. Reaction SMILES: [CH2:1]([c:2]1[cH:3][cH:4][cH:5][cH:6][cH:7]1)[O:8][c:9]1[c:10]([CH3:19])[cH:11][c:12]([F:18])[c:13]([N+:15]([O-:16])=[O:17])[cH:14]1.[CH3:23][OH:24].[NH2:21][NH2:22].[OH2:20]>>[CH2:1]([c:2]1[cH:3][cH:4][cH:5][cH:6][cH:7]1)[O:8][c:9]1[c:10]([CH3:19])[cH:11][c:12]([F:18])[c:13]([NH2:15])[cH:14]1. The reactants are FC1=CC=C(N=CC2=CC=C(C=C2)SC)C=C1 (4-fluoro-N-(4-methylthiobenzylidene)aniline), C[Si](C)(C)C#N (trimethylsilyl cyanide). Yields the product FC1=CC=C(NC(C#N)C2=CC=C(C=C2)SC)C=C1 (α-(4-Fluoroanilino)-α-(4-methylthiophenyl) acetonitrile), powder. Yield: 47.0%. Reaction SMILES: [F:1][C:2]1[CH:17]=[CH:16][C:5]([N:6]=[CH:7][C:8]2[CH:13]=[CH:12][C:11]([S:14][CH3:15])=[CH:10][CH:9]=2)=[CH:4][CH:3]=1.C[Si]([C:22]#[N:23])(C)C>>[F:1][C:2]1[CH:17]=[CH:16][C:5]([NH:6][CH:7]([C:8]2[CH:13]=[CH:12][C:11]([S:14][CH3:15])=[CH:10][CH:9]=2)[C:22]#[N:23])=[CH:4][CH:3]=1. Procedure: Following a procedure similar to that described in Example 1(i), but using 4-methylthiobenzaldehyde and 4-fluoroaniline as starting materials, 4-fluoro-N-(4-methylthiobenzylidene)aniline was obtained in a yield of 89%. This aniline compound and trimethylsilyl cyanide were then reacted together in a similar manner to that described in Example 1(ii), to give the title compound as a slightly yellow powder (yield 47%).